Dataset: the Open Reaction Database (ORD), a public repository of structured organic reaction records. Task: describe an organic reaction: reactants, conditions, products, and yield Reactants: FC=1C=C(C=C(C1C(F)(F)F)F)[C@@H]1N(CC[C@H](C1)C1=CC(NO1)=O)C(=O)OC (Trans-methyl 2-(3,5-difluoro-4-(trifluoromethyl)phenyl)-4-(3-oxo-2,3-dihydroisoxazol-5-yl)piperidine-1-carboxylate), Br (hydrogen bromide). Reaction conditions: time 20 hour. Yields the product FC=1C=C(C=C(C1C(F)(F)F)F)[C@@H]1NCC[C@H](C1)C1=CC(NO1)=O (5-(trans-2-(3,5-difluoro-4-(trifluoromethyl)phenyl)piperidin-4-yl)isoxazol-3(2H)-one). Isolated yield 33.5%. Reaction SMILES: [F:1][C:2]1[CH:3]=[C:4]([C@H:13]2[CH2:18][C@H:17]([C:19]3[O:23][NH:22][C:21](=[O:24])[CH:20]=3)[CH2:16][CH2:15][N:14]2C(OC)=O)[CH:5]=[C:6]([F:12])[C:7]=1[C:8]([F:11])([F:10])[F:9].Br>>[F:12][C:6]1[CH:5]=[C:4]([C@H:13]2[CH2:18][C@H:17]([C:19]3[O:23][NH:22][C:21](=[O:24])[CH:20]=3)[CH2:16][CH2:15][NH:14]2)[CH:3]=[C:2]([F:1])[C:7]=1[C:8]([F:9])([F:10])[F:11]. Reported procedure: Trans-methyl 2-(3,5-difluoro-4-(trifluoromethyl)phenyl)-4-(3-oxo-2,3-dihydroisoxazol-5-yl)piperidine-1-carboxylate (26 mg, 0.06 mmol) was dissolved in hydrogen bromide (33% in AcOH, 2 mL, 0.06 mmol) and stirred at room temperature for 20 h. The solvent was evaporated and the residue purified by preparative HPLC (Instrument: FractionLynx II, Mobilphase: gradient 5-95% MeCN in 0.2% NH3, pH 10, Column: Xbridge Prep C18 5 μm OBD 19*150 mm) to yield 5-(trans-2-(3,5-difluoro-4-(trifluoromethyl)phenyl)... Reactants: N1(CCCC1)CCN1N=CC2=CC(=CC=C12)N (1-(2-pyrrolidin-1-yl-ethyl)-1H-indazol-5-ylamine), C1(=CC=C(C=C1)C=CC(=O)O)C1=CC=CC=C1 (3-biphenyl-4-yl-acrylic acid). Product: C1(=CC=C(C=C1)/C=C/C(=O)NC=1C=C2C=NN(C2=CC1)CCN1CCCC1)C1=CC=CC=C1 ((2E)-3-(1,1′-biphenyl-4-yl)-N-[1-(2-pyrrolidin-1-ylethyl)-1H-indazol-5-yl]acrylamide). Reaction SMILES: [N:1]1([CH2:6][CH2:7][N:8]2[C:16]3[C:11](=[CH:12][C:13]([NH2:17])=[CH:14][CH:15]=3)[CH:10]=[N:9]2)[CH2:5][CH2:4][CH2:3][CH2:2]1.[C:18]1([C:29]2[CH:34]=[CH:33][CH:32]=[CH:31][CH:30]=2)[CH:23]=[CH:22][C:21]([CH:24]=[CH:25][C:26](O)=[O:27])=[CH:20][CH:19]=1>>[C:18]1([C:29]2[CH:30]=[CH:31][CH:32]=[CH:33][CH:34]=2)[CH:19]=[CH:20][C:21](/[CH:24]=[CH:25]/[C:26]([NH:17][C:13]2[CH:12]=[C:11]3[C:16](=[CH:15][CH:14]=2)[N:8]([CH2:7][CH2:6][N:1]2[CH2:5][CH2:4][CH2:3][CH2:2]2)[N:9]=[CH:10]3)=[O:27])=[CH:22][CH:23]=1. Procedure: 1-(2-pyrrolidin-1-yl-ethyl)-1H-indazol-5-ylamine and 3-biphenyl-4-yl-acrylic acid were processed as described in Example 17 to provide the title compound. MS (DCI/NH3) MS m/z 437 (M+H)+; 1H NMR (500 MHz, DMSO-d6) δ ppm 1.84 (m, 2 H), 1.99 (m, 2 H), 3.06 (m, 2 H), 3.53 (m, 2 H), 3.72 (m, 2 H), 4.76 (t, J=5.93 Hz, 2 H), 6.91 (m, 1 H), 7.40 (m, 1 H), 7.50 (m, 2 H), 7.64 (m, 2 H), 7.75 (m, 7 H), 8.18 (s, 1 H), 8.31 (s, 1 H), 9.56 (br s, N H) Starting materials: [Br-], CC(=O)c1ccc(C(C)N2CCC(CCCO)(c3ccccc3)OC2=O)cc1, C1CCOC1, C[Mg+]. Product: CC(c1ccc(C(C)(C)O)cc1)N1CCC(CCCO)(c2ccccc2)OC1=O. RXN SMILES: [Br-:29].[C:1]([CH3:2])(=[O:3])[c:4]1[cH:5][cH:6][c:7]([CH:10]([CH3:11])[N:12]2[C:13](=[O:28])[O:14][C:15]([c:18]3[cH:19][cH:20][cH:21][cH:22][cH:23]3)([CH2:24][CH2:25][CH2:26][OH:27])[CH2:16][CH2:17]2)[cH:8][cH:9]1.[CH2:32]1[O:33][CH2:34][CH2:35][CH2:36]1.[CH3:30][Mg+:31]>>[C:1]([CH3:2])([OH:3])([c:4]1[cH:5][cH:6][c:7]([CH:10]([CH3:11])[N:12]2[C:13](=[O:28])[O:14][C:15]([c:18]3[cH:19][cH:20][cH:21][cH:22][cH:23]3)([CH2:24][CH2:25][CH2:26][OH:27])[CH2:16][CH2:17]2)[cH:8][cH:9]1)[CH3:30]. The reactants are [Al+3], CCCCCCC, CC1(C)CCC(C)(C)O1, [Cl-], [Cl-], [Cl-], Cl, Oc1ccccc1. Product: CC1(C)CCC(C)(C)c2cc(O)ccc21. As a reaction SMILES: [Al+3:18].[CH3:22][CH2:23][CH2:24][CH2:25][CH2:26][CH2:27][CH3:28].[CH3:8][C:9]1([CH3:16])[O:10][C:11]([CH3:14])([CH3:15])[CH2:12][CH2:13]1.[Cl-:17].[Cl-:19].[Cl-:20].[ClH:21].[OH:1][c:2]1[cH:3][cH:4][cH:5][cH:6][cH:7]1>>[OH:1][c:2]1[cH:3][cH:4][c:5]2[c:6]([cH:7]1)[C:11]([CH3:14])([CH3:15])[CH2:12][CH2:13][C:9]2([CH3:8])[CH3:16].